From a dataset of the Open Reaction Database (ORD), a public repository of structured organic reaction records. describe an organic reaction: reactants, conditions, products, and yield Starting materials: FC=1C=C(C=CC1OC)N1C(CC(C1)COC1=CC=CC=C1)=O (1-(3-fluoro-4-methoxyphenyl)-4-(phenoxymethyl)pyrrolidin-2-one). Run in B(Br)(Br)Br.C(Cl)Cl (BBr3 CH2Cl2). Yields the product FC=1C=C(C=CC1O)N1C(CC(C1)COC1=CC=CC=C1)=O (1-(3-fluoro-4-hydroxyphenyl)-4-(phenoxymethyl)pyrrolidin-2-one). Reaction SMILES: [F:1][C:2]1[CH:3]=[C:4]([N:10]2[CH2:14][CH:13]([CH2:15][O:16][C:17]3[CH:22]=[CH:21][CH:20]=[CH:19][CH:18]=3)[CH2:12][C:11]2=[O:23])[CH:5]=[CH:6][C:7]=1[O:8]C>B(Br)(Br)Br.C(Cl)Cl>[F:1][C:2]1[CH:3]=[C:4]([N:10]2[CH2:14][CH:13]([CH2:15][O:16][C:17]3[CH:18]=[CH:19][CH:20]=[CH:21][CH:22]=3)[CH2:12][C:11]2=[O:23])[CH:5]=[CH:6][C:7]=1[OH:8] |f:1.2|. Procedure details: A solution of 1-(3-fluoro-4-methoxyphenyl)-4-(phenoxymethyl)pyrrolidin-2-one (Step 3, 1.0 g, 3.17 mmol) in 15.85 mL of 1 M BBr3/CH2Cl2 was stirred at RT for 10 h. The solution was concentrated in vacuo and the residue was diluted with 100 mL of EtOAc. The organic phase was washed with 40 mL of satd. NaHCO3 followed by 40 mL of brine, dried over Na2SO4 and concentrated in vacuo. The residue was purified by chromatography (5% to 60% EtOAc/hexane) to give the title compound as a light yellow foam. ... The reactants are CCCC(=O)c1cnc2c(OC)cccc2c1Cl, Cc1cc2c(c(C)c1N)OCO2, C1COCCO1. Yields the product CCCC(=O)c1cnc2c(OC)cccc2c1Nc1c(C)cc2c(c1C)OCO2. RXN SMILES: [C:13]([CH2:14][CH2:15][CH3:16])(=[O:17])[c:18]1[cH:19][n:20][c:21]2[c:22]([O:29][CH3:30])[cH:23][cH:24][cH:25][c:26]2[c:27]1[Cl:28].[CH3:1][c:2]1[c:3]([NH2:4])[c:5]([CH3:12])[cH:6][c:7]2[c:8]1[O:9][CH2:10][O:11]2.[O:31]1[CH2:32][CH2:33][O:34][CH2:35][CH2:36]1>>[CH3:1][c:2]1[c:3]([NH:4][c:27]2[c:18]([C:13]([CH2:14][CH2:15][CH3:16])=[O:17])[cH:19][n:20][c:21]3[c:22]([O:29][CH3:30])[cH:23][cH:24][cH:25][c:26]32)[c:5]([CH3:12])[cH:6][c:7]2[c:8]1[O:9][CH2:10][O:11]2.